From a dataset of the Open Reaction Database (ORD), a public repository of structured organic reaction records. describe an organic reaction: reactants, conditions, products, and yield The reactants are CC1([C@@H]([C@@H]1\C=C/C(=O)OC1CCCCC1)C(=O)O)C ((1R,cis)2,2-dimethyl-3-[Z-2-(cyclohexyloxycarbonyl)ethenyl]-cyclopropane-carboxylic acid), C(#N)[C@H](C1=CC(=CC=C1)OC1=CC=CC=C1)O ((S)α-cyano-3-phenoxybenzyl alcohol). Yields the product CC1([C@@H]([C@@H]1\C=C/C(=O)OC1CCCCC1)C(=O)O[C@@H](C1=CC(=CC=C1)OC1=CC=CC=C1)C#N)C ((S)α-cyano-3-phenoxy-benzyl(1R,cis)2,2-dimethyl-3-[Z-2-(cyclohexyloxycarbonyl)-ethenyl]-cyclopropane-carboxylate). The yield is 42.4%. Reaction SMILES: [CH3:1][C:2]1([CH3:19])[C@@H:4](/[CH:5]=[CH:6]\[C:7]([O:9][CH:10]2[CH2:15][CH2:14][CH2:13][CH2:12][CH2:11]2)=[O:8])[C@H:3]1[C:16]([OH:18])=[O:17].[C:20]([C@@H:22](O)[C:23]1[CH:28]=[CH:27][CH:26]=[C:25]([O:29][C:30]2[CH:35]=[CH:34][CH:33]=[CH:32][CH:31]=2)[CH:24]=1)#[N:21]>>[CH3:1][C:2]1([CH3:19])[C@@H:4](/[CH:5]=[CH:6]\[C:7]([O:9][CH:10]2[CH2:11][CH2:12][CH2:13][CH2:14][CH2:15]2)=[O:8])[C@H:3]1[C:16]([O:18][C@H:22]([C:20]#[N:21])[C:23]1[CH:28]=[CH:27][CH:26]=[C:25]([O:29][C:30]2[CH:31]=[CH:32][CH:33]=[CH:34][CH:35]=2)[CH:24]=1)=[O:17]. Procedure: Using the procedure of Step D in Example 7, 2.5 g of the product of Step C and 2.2 g of (S)α-cyano-3-phenoxybenzyl alcohol were reacted and the product was chromatographed over silica gel. Elution with a 9-1 hexane-ether mixture yielded 1.883 g of (S)α-cyano-3-phenoxy-benzyl(1R,cis)2,2-dimethyl-3-[Z-2-(cyclohexyloxycarbonyl)-ethenyl]-cyclopropane-carboxylate with a specific rotation of [α]D20 =+41°±2.5° (c=0.5% in chloroform). The reactants are N#Cc1ccccc1Br, Cc1ccccc1, Fc1ccc2[nH]c(CN3CCCNCC3)cc2c1, c1ccc(P(c2ccccc2)c2ccc3ccccc3c2-c2c(P(c3ccccc3)c3ccccc3)ccc3ccccc23)cc1. RXN SMILES: [Br:19][c:20]1[c:21]([C:22]#[N:23])[cH:24][cH:25][cH:26][cH:27]1.[CH3:74][c:75]1[cH:76][cH:77][cH:78][cH:79][cH:80]1.[N:1]1([CH2:8][c:9]2[nH:10][c:11]3[cH:12][cH:13][c:14]([F:18])[cH:15][c:16]3[cH:17]2)[CH2:2][CH2:3][NH:4][CH2:5][CH2:6][CH2:7]1.[cH:28]1[cH:29][cH:30][c:31]([P:32]([c:33]2[cH:34][cH:35][c:36]3[c:37]([cH:38][cH:39][cH:40][cH:41]3)[c:42]2-[c:43]2[c:44]3[c:45]([cH:46][cH:47][cH:48][cH:49]3)[cH:50][cH:51][c:52]2[P:53]([c:54]2[cH:55][cH:56][cH:57][cH:58][cH:59]2)[c:60]2[cH:61][cH:62][cH:63][cH:64][cH:65]2)[c:66]2[cH:67][cH:68][cH:69][cH:70][cH:71]2)[cH:72][cH:73]1>>[N:1]1([CH2:8][c:9]2[nH:10][c:11]3[cH:12][cH:13][c:14]([F:18])[cH:15][c:16]3[cH:17]2)[CH2:2][CH2:3][N:4]([c:20]2[c:21]([C:22]#[N:23])[cH:24][cH:25][cH:26][cH:27]2)[CH2:5][CH2:6][CH2:7]1. Yields the product N#Cc1ccccc1N1CCCN(Cc2cc3cc(F)ccc3[nH]2)CC1. The reactants are O (water), C[Al](C)C (AlMe3), N1CCCC1 (pyrrolidine), NC=1C=C(C=C(C1)C(=O)OC)C(=O)OC (1,3-Dimethyl 5-aminobenzene-1,3-dicarboxylate). Solvent: C(Cl)Cl (DCM). Run at time 1 hour. The product is N1(CCCC1)C(=O)C=1C=C(N)C=C(C1)C(=O)N1CCCC1 (3,5-Bis[(pyrrolidin-1-yl)carbonyl]aniline). Reaction SMILES: C[Al](C)C.[NH:5]1[CH2:9][CH2:8][CH2:7][CH2:6]1.[NH2:10][C:11]1[CH:12]=[C:13]([C:21]([O:23]C)=O)[CH:14]=[C:15]([C:17]([O:19]C)=O)[CH:16]=1.O>C(Cl)Cl>[N:5]1([C:21]([C:13]2[CH:12]=[C:11]([CH:16]=[C:15]([C:17]([N:5]3[CH2:9][CH2:8][CH2:7][CH2:6]3)=[O:19])[CH:14]=2)[NH2:10])=[O:23])[CH2:9][CH2:8][CH2:7][CH2:6]1. Procedure details: A solution of AlMe3 (2M in toluene, 19.5 mL, 2 eq) was added dropwise to a solution of pyrrolidine (3.25 mL, 2 eq) in 50 mL of anhydrous DCM at 0° C. The reaction mixture was allowed to warm up to room temperature and stirred for 1 h. 1,3-Dimethyl 5-aminobenzene-1,3-dicarboxylate (4.10 g, 19.5 mmol) was added and the reaction mixture was refluxed for 38 h. The mixture was then poured in ice cooled water and filtered. The aqueous filtrate was extracted with CHCl3. The combined organic layers were... Starting materials: C1(=CC=CC=C1)S(=O)(=O)N1C(=CC=2C1=NC=C(C2)OC)C(=CC2CCOCC2)OS(=O)(=O)C2=CC=C(C=C2)C (toluene-4-sulfonic acid-1-(1-benzenesulfonyl-5-methoxy-1H-pyrrolo[2,3-b]pyridin-2-yl)-2-(tetrahydro-pyran-4-yl)-vinyl ester), CS(=O)(=O)C1=CC=C(C=C1)B(O)O (4-(methanesulfonyl)phenylboronic acid), C([O-])([O-])=O.[Na+].[Na+] (sodium carbonate). Reagents/catalysts: Cl[Pd]([P](C1=CC=CC=C1)(C2=CC=CC=C2)C3=CC=CC=C3)([P](C4=CC=CC=C4)(C5=CC=CC=C5)C6=CC=CC=C6)Cl (dichlorobis(triphenylphosphine)palladium). Solvent: C(C)(=O)OCC (ethyl acetate), O1CCOCC1 (dioxane). Yields the product C1(=CC=CC=C1)S(=O)(=O)N1C(=CC=2C1=NC=C(C2)OC)C(=CC2CCOCC2)C2=CC=C(C=C2)S(=O)(=O)C (1-benzenesulfonyl-2-[1-(4-methanesulfonyl-phenyl)-2-(tetrahydro-pyran-4-yl)-vinyl]-5-methoxy-1H-pyrrolo[2,3-b]pyridine). Isolated yield 50.4%. RXN SMILES: [C:1]1([S:7]([N:10]2[C:14]3=[N:15][CH:16]=[C:17]([O:19][CH3:20])[CH:18]=[C:13]3[CH:12]=[C:11]2[C:21](OS(C2C=CC(C)=CC=2)(=O)=O)=[CH:22][CH:23]2[CH2:28][CH2:27][O:26][CH2:25][CH2:24]2)(=[O:9])=[O:8])[CH:6]=[CH:5][CH:4]=[CH:3][CH:2]=1.[CH3:40][S:41]([C:44]1[CH:49]=[CH:48][C:47](B(O)O)=[CH:46][CH:45]=1)(=[O:43])=[O:42].C(=O)([O-])[O-].[Na+].[Na+]>O1CCOCC1.C(OCC)(=O)C.Cl[Pd](Cl)([P](C1C=CC=CC=1)(C1C=CC=CC=1)C1C=CC=CC=1)[P](C1C=CC=CC=1)(C1C=CC=CC=1)C1C=CC=CC=1>[C:1]1([S:7]([N:10]2[C:14]3=[N:15][CH:16]=[C:17]([O:19][CH3:20])[CH:18]=[C:13]3[CH:12]=[C:11]2[C:21]([C:47]2[CH:48]=[CH:49][C:44]([S:41]([CH3:40])(=[O:43])=[O:42])=[CH:45][CH:46]=2)=[CH:22][CH:23]2[CH2:28][CH2:27][O:26][CH2:25][CH2:24]2)(=[O:9])=[O:8])[CH:2]=[CH:3][CH:4]=[CH:5][CH:6]=1 |f:2.3.4,^1:73,92|. Procedure details: To a mixture of toluene-4-sulfonic acid-1-(1-benzenesulfonyl-5-methoxy-1H-pyrrolo[2,3-b]pyridin-2-yl)-2-(tetrahydro-pyran-4-yl)-vinyl ester (1.1 g, 1.94 mmol), 4-(methanesulfonyl)phenylboronic acid (775 mg, 3.88 mmol), dichlorobis(triphenylphosphine)palladium (II) (136 mg, 0.194 mmol) in dioxane (5 mL) was added an aqueous sodium carbonate solution (2 M, 2.5 mL, 5 mmol). The resulting mixture was subjected to microwave irradiation for 2 h at 100° C. The resulting mixture was diluted with ethyl a... The reactants are CCO, Cl, [K+], [OH-], O, CCOC(=O)CC(=O)N(c1ccccc1)c1ccccc1. Product: O=C(O)CC(=O)N(c1ccccc1)c1ccccc1. As a reaction SMILES: [CH3:26][CH2:27][OH:28].[ClH:24].[K+:23].[OH-:22].[OH2:25].[c:1]1([N:7]([C:8](=[O:9])[CH2:10][C:11](=[O:12])[O:13][CH2:14][CH3:15])[c:16]2[cH:17][cH:18][cH:19][cH:20][cH:21]2)[cH:2][cH:3][cH:4][cH:5][cH:6]1>>[c:1]1([N:7]([C:8](=[O:9])[CH2:10][C:11](=[O:12])[OH:13])[c:16]2[cH:17][cH:18][cH:19][cH:20][cH:21]2)[cH:2][cH:3][cH:4][cH:5][cH:6]1. Starting materials: C1(=CC=C(C=C1)S(=O)[O-])C.[Na+] (sodium p-toluenesulfinate), BrC1=CC=CC=C1 (bromobenzene), C1(=CC=CC=C1)P(CCP(C1=CC=CC=C1)C1=CC=CC=C1)C1=CC=CC=C1 (1,2-bis(diphenylphosphino)-ethane). Reagents/catalysts: C(C)(=O)[O-].[Pd+2].C(C)(=O)[O-] (palladium acetate). The solvent is N-methyl-2-2pyrrolidone. Yields the product CC1=CC=C(C=C1)C1=CC=CC=C1 (4-methylbiphenyl). Reaction SMILES: [C:1]1([CH3:10])[CH:6]=[CH:5][C:4](S([O-])=O)=[CH:3][CH:2]=1.[Na+].Br[C:13]1[CH:18]=[CH:17][CH:16]=[CH:15][CH:14]=1.C1(P(C2C=CC=CC=2)CCP(C2C=CC=CC=2)C2C=CC=CC=2)C=CC=CC=1>C([O-])(=O)C.[Pd+2].C([O-])(=O)C>[CH3:10][C:1]1[CH:6]=[CH:5][C:4]([C:13]2[CH:18]=[CH:17][CH:16]=[CH:15][CH:14]=2)=[CH:3][CH:2]=1 |f:0.1,4.5.6|. Procedure: 3.56 g (20 mmol) of sodium p-toluenesulfinate, 3.14 g (20 mmol) of bromobenzene, 0.0225 g (0.1 mmol) of palladium acetate, 0.0478 g (0.12 mmol) of 1,2-bis(diphenylphosphino)-ethane, 60 ml of N-methyl-2-2pyrrolidone and each compound given in Table 3 were placed in a 100 ml round bottom flask and reacted at 150° C. in a nitrogen gas stream for 6 hours. After the completion of the reaction, the amount of 4-methylbiphenyl formed was analyzed by means of high performance liquid chromatography. The r... Reactants: B(C1CCCCC1)C1CCCCC1 (Cy2BH), BrC1=C(C=O)C=CC=C1 (o-bromobenzaldehyde), CC(C#C)(C)C (3,3-dimethyl-1-butyne), [Zn](CC)CC (Et2Zn). The product is BrC1=C(C=CC=C1)[C@H](C=CC(C)(C)C)O ((S)-1-(2-Bromo-phenyl)-4,4-dimethyl-pent-2-en-1-ol). Isolated yield 76.0%. Reaction SMILES: B(C1CCCCC1)C1CCCCC1.[CH3:14][C:15]([CH3:19])([CH3:18])[C:16]#[CH:17].[Zn](CC)CC.[Br:25][C:26]1[CH:33]=[CH:32][CH:31]=[CH:30][C:27]=1[CH:28]=[O:29]>>[Br:25][C:26]1[CH:33]=[CH:32][CH:31]=[CH:30][C:27]=1[C@@H:28]([OH:29])[CH:17]=[CH:16][C:15]([CH3:19])([CH3:18])[CH3:14]. Procedure: The product was prepared by General procedure S using 50 mg (0.28 mmol) Cy2BH, 35 μL (0.28 mmol) 3,3-dimethyl-1-butyne, 0.26 mL (0.53 mmol, 2.0 M in hexanes) Et2Zn, 2.4 mg (0.01 mmol) (−)-MIB, and 29 μL (0.25 mmol) o-bromobenzaldehyde. The crude product was purified by column chromatography (5% ethyl acetate in hexanes) to afford the title compound as a colorless oil in 76% yield (51 mg, 0.19 mmol). [α]D20=−31.8 (c=0.33, CHCl3, 93% ee); 1H NMR (CDCl3, 500 MHz): δ 1.02 (s, 9H), 2.03 (s, 1H), 5.46... Starting materials: IC1=NN(C2=CC(=CC=C12)I)COCC[Si](C)(C)C (3,6-Diiodo-1-[2-(trimethyl-silanyl)-ethoxymethyl]-1H-indazole), [Li]C(C)(C)C (t-BuLi), BrC1(C=C)CC=CC=C1 (1-Bromostyrene). Reagents/catalysts: C=1C=CC(=CC1)[P](C=2C=CC=CC2)(C=3C=CC=CC3)[Pd]([P](C=4C=CC=CC4)(C=5C=CC=CC5)C=6C=CC=CC6)([P](C=7C=CC=CC7)(C=8C=CC=CC8)C=9C=CC=CC9)[P](C=1C=CC=CC1)(C=1C=CC=CC1)C=1C=CC=CC1 (Pd(PPh3)4), [Cl-].[Zn+2].[Cl-] (zinc chloride). The solvent is C1CCOC1 (THF). Run at temperature -78 celsius, time 25 minute. Product: IC1=NN(C2=CC(=CC=C12)C(=C)C1=CC=CC=C1)COCC[Si](C)(C)C (3-Iodo-6-(1-phenyl-vinyl)-1-[2-(trimethyl-silanyl)-ethoxymethyl]-1H-indazole). Isolated yield 69.5%. As a reaction SMILES: Br[C:2]1([CH:9]=[CH:8][CH:7]=[CH:6][CH2:5]1)[CH:3]=[CH2:4].[Li]C(C)(C)C.[I:15][C:16]1[C:24]2[C:19](=[CH:20][C:21](I)=[CH:22][CH:23]=2)[N:18]([CH2:26][O:27][CH2:28][CH2:29][Si:30]([CH3:33])([CH3:32])[CH3:31])[N:17]=1>C1COCC1.[Cl-].[Zn+2].[Cl-].C1C=CC([P]([Pd]([P](C2C=CC=CC=2)(C2C=CC=CC=2)C2C=CC=CC=2)([P](C2C=CC=CC=2)(C2C=CC=CC=2)C2C=CC=CC=2)[P](C2C=CC=CC=2)(C2C=CC=CC=2)C2C=CC=CC=2)(C2C=CC=CC=2)C2C=CC=CC=2)=CC=1>[I:15][C:16]1[C:24]2[C:19](=[CH:20][C:21]([C:3]([C:2]3[CH:9]=[CH:8][CH:7]=[CH:6][CH:5]=3)=[CH2:4])=[CH:22][CH:23]=2)[N:18]([CH2:26][O:27][CH2:28][CH2:29][Si:30]([CH3:33])([CH3:32])[CH3:31])[N:17]=1 |f:4.5.6,^1:45,47,66,85|. Procedure: 1-Bromostyrene (26 μL, 0.20 mmol, 2.0 equiv) was dissolved in THF (0.75 mL), cooled to −78° C. and was treated with t-BuLi (235 μL, 0.40 mmol, 1.70 M, 4.0 equiv). The mixture was allowed to warm to −42° C. for 10 min and was added to freshly dried zinc chloride (34 mg, 0.25 mmol, 2.5 equiv). The resulting solution was allowed to warm to 23° C. with stirring for 25 min. This mix was added to a mixture of neat 3,6-Diiodo-1-[2-(trimethyl-silanyl)-ethoxymethyl]-1H-indazole (50 mg, 0.10 mmol, 1 equiv... Reaction conditions: time 1 hour. Yields the product C1(CCCC1)N1NC(=C2C1=NC(=NC2=O)CC=2NC=CC2)CC (1-cyclopentyl-3-ethyl-6-(1-pyrrolylmethyl)-pyrazolo[3,4-d]pyrimidin-4-one). Reported procedure: To a solution of 1-cyclopentyl-3-ethyl-5-amino-1H-pyrazole-4-carboxamide (1.0 g, 4.5 mmol) in benzene (10 ml) in an ice bath was added trimethylaluminum (4.9 ml, 2M in toluene). The reaction mixture was stirred at room temperature for 1 hour, then 1-(ethoxycarbonylmethyl)pyrrole (0.7 g) in benzene (25 ml) was added and the reaction mixture was refluxed overnight. The reaction mixture was cooled, 2N HCl was added and the mixture was extracted with CHCl3 (3×). The organic layer was separated, drie... RXN SMILES: [CH:1]1([N:6]2[C:10]([NH2:11])=[C:9]([C:12]([NH2:14])=[O:13])[C:8]([CH2:15][CH3:16])=[N:7]2)[CH2:5][CH2:4][CH2:3][CH2:2]1.C[Al](C)C.C(OC(C[N:27]1[CH:31]=[CH:30][CH:29]=[CH:28]1)=O)C.Cl.[CH:33]1C=CC=C[CH:34]=1>>[CH:1]1([N:6]2[C:10]3=[N:11][C:33]([CH2:34][C:31]4[NH:27][CH:28]=[CH:29][CH:30]=4)=[N:14][C:12](=[O:13])[C:9]3=[C:8]([CH2:15][CH3:16])[NH:7]2)[CH2:2][CH2:3][CH2:4][CH2:5]1. Reactants: C1(CCCC1)N1N=C(C(=C1N)C(=O)N)CC (1-cyclopentyl-3-ethyl-5-amino-1H-pyrazole-4-carboxamide), C[Al](C)C (trimethylaluminum), C1=CC=CC=C1 (benzene), C(C)OC(=O)CN1C=CC=C1 (1-(ethoxycarbonylmethyl)pyrrole), C1=CC=CC=C1 (benzene), Cl (HCl). As a reaction SMILES: [C:1](#[N:2])[c:3]1[n:4][nH:5][c:6]2[c:7]([CH:16]([CH3:17])[O:18][CH2:19][C:20]3([c:33]4[cH:34][cH:35][cH:36][cH:37][cH:38]4)[CH2:21][CH2:22][N:23]([C:26]([O:27][C:28]([CH3:29])([CH3:30])[CH3:31])=[O:32])[CH2:24][CH2:25]3)[cH:8][c:9]([C:12]([F:13])([F:14])[F:15])[cH:10][c:11]12.[CH2:39]([Cl:40])[Cl:41].[F:42][C:43]([F:44])([F:45])[C:46]([OH:47])=[O:48]>>[C:1](#[N:2])[c:3]1[n:4][nH:5][c:6]2[c:7]([CH:16]([CH3:17])[O:18][CH2:19][C:20]3([c:33]4[cH:34][cH:35][cH:36][cH:37][cH:38]4)[CH2:21][CH2:22][NH:23][CH2:24][CH2:25]3)[cH:8][c:9]([C:12]([F:13])([F:14])[F:15])[cH:10][c:11]12. Reactants: CC(OCC1(c2ccccc2)CCN(C(=O)OC(C)(C)C)CC1)c1cc(C(F)(F)F)cc2c(C#N)n[nH]c12, ClCCl, O=C(O)C(F)(F)F. The product is CC(OCC1(c2ccccc2)CCNCC1)c1cc(C(F)(F)F)cc2c(C#N)n[nH]c12.